The task is: describe an organic reaction: reactants, conditions, products, and yield. This data is from the Open Reaction Database (ORD), a public repository of structured organic reaction records. Reactants: O=C([O-])[O-], CS(C)=O, COC(=O)c1cc(Cl)ccc1[N+](=O)[O-], Oc1ccc(C(F)(F)F)cc1Cl, [K+], [K+]. Yields the product COC(=O)c1cc(Oc2ccc(C(F)(F)F)cc2Cl)ccc1[N+](=O)[O-]. As a reaction SMILES: [C:13](=[O:14])([O-:15])[O-:16].[CH3:33][S:34]([CH3:35])=[O:36].[Cl:19][c:20]1[cH:21][cH:22][c:23]([N+:30](=[O:31])[O-:32])[c:24]([C:25](=[O:26])[O:27][CH3:28])[cH:29]1.[Cl:1][c:2]1[c:3]([OH:12])[cH:4][cH:5][c:6]([C:8]([F:9])([F:10])[F:11])[cH:7]1.[K+:17].[K+:18]>>[Cl:1][c:2]1[c:3]([O:12][c:20]2[cH:21][cH:22][c:23]([N+:30](=[O:31])[O-:32])[c:24]([C:25](=[O:26])[O:27][CH3:28])[cH:29]2)[cH:4][cH:5][c:6]([C:8]([F:9])([F:10])[F:11])[cH:7]1.